Dataset: the Open Reaction Database (ORD), a public repository of structured organic reaction records. Task: describe an organic reaction: reactants, conditions, products, and yield The reactants are CC(C)=CC(=O)Cl, CC(C)c1ccc(N)cc1, ClCCl, c1ccncc1. The product is CC(C)=CC(=O)Nc1ccc(C(C)C)cc1. Reaction SMILES: [CH3:11][C:12](=[CH:13][C:14](=[O:15])[Cl:16])[CH3:17].[CH:1]([CH3:2])([CH3:3])[c:4]1[cH:5][cH:6][c:7]([NH2:8])[cH:9][cH:10]1.[Cl:24][CH2:25][Cl:26].[cH:18]1[cH:19][cH:20][n:21][cH:22][cH:23]1>>[CH:1]([CH3:2])([CH3:3])[c:4]1[cH:5][cH:6][c:7]([NH:8][C:14]([CH:13]=[C:12]([CH3:11])[CH3:17])=[O:15])[cH:9][cH:10]1. Reactants: CCOCC, OCCCc1c[nH]c2ccccc12, BrP(Br)Br. The product is BrCCCc1c[nH]c2ccccc12. Reaction SMILES: [CH3:18][CH2:19][O:20][CH2:21][CH3:22].[OH:5][CH2:6][CH2:7][CH2:8][c:9]1[cH:10][nH:11][c:12]2[cH:13][cH:14][cH:15][cH:16][c:17]12.[P:1]([Br:2])([Br:3])[Br:4]>>[Br:2][CH2:6][CH2:7][CH2:8][c:9]1[cH:10][nH:11][c:12]2[cH:13][cH:14][cH:15][cH:16][c:17]12. Starting materials: C(=C)[Mg]Cl (vinylmagnesium chloride), C[Si](OC1=CC=C(C=C1)C(=O)C1=CC=C(C=C1)Br)(C)C (4-trimethylsilyloxyphenyl-(4-bromo-phenyl)-methanone). Solvent: C1CCOC1 (THF), C1(=CC=CC=C1)C (toluene). Conditions: temperature 0 celsius, time 2 hour. Yields the product BrC1=CC=C(C=C1)C(C=C)(O)C1=CC=C(C=C1)O ((RS)-4-[1-(4-bromophenyl)-1-hydroxy-allyl]-phenol). RXN SMILES: [CH:1]([Mg]Cl)=[CH2:2].C[Si](C)(C)[O:7][C:8]1[CH:13]=[CH:12][C:11]([C:14]([C:16]2[CH:21]=[CH:20][C:19]([Br:22])=[CH:18][CH:17]=2)=[O:15])=[CH:10][CH:9]=1>C1COCC1.C1(C)C=CC=CC=1>[Br:22][C:19]1[CH:20]=[CH:21][C:16]([C:14]([C:11]2[CH:12]=[CH:13][C:8]([OH:7])=[CH:9][CH:10]=2)([OH:15])[CH:1]=[CH2:2])=[CH:17][CH:18]=1. Reported procedure: Eb) 30.2 ml of 15% vinylmagnesium chloride solution in THF are added dropwise at 0° C. to a solution of 5.58 g of 4-trimethylsilyloxyphenyl-(4-bromo-phenyl)-methanone in 80 ml of toluene. The mixture is stirred at 0° C. for 2 h., then at room temperature for 2 h., subsequently hydrolyzed with 40 ml of ammonium chloride solution and extracted with methylene chloride. The extracts are dried, evaporated and purified over silica gel with toluene-acetone as the eluent. There are obtained 2.8 g of (RS... Reactants: C(C=C)C1(CN(CC2=C1N(C=1C=CC(=CC21)C)CC(=C)C2=CC=C(C=C2)F)C)C (4-allyl-5-[2-(4-fluoro-phenyl)-allyl]-2,4,8-trimethyl-2,3,4,5-tetrahydro-1H-pyrido[4,3-b]indole). The reagents and catalysts are Cl[Pd]Cl (PdCl2). Run in CO (MeOH). Product: FC1=CC=C(C=C1)C1CN2C=3C(CN(CC3C=3C=C(C=CC23)C)C)(CC1)C (6-(4-fluoro-phenyl)-2,3a,10-trimethyl-1,2,3,3a,4,5,6,7-octahydro-2,7a-diaza-cyclohepta[jk]fluorene). Reaction SMILES: [CH2:1]([C:4]1([CH3:29])[C:9]2[N:10]([CH2:18][C:19]([C:21]3[CH:26]=[CH:25][C:24]([F:27])=[CH:23][CH:22]=3)=[CH2:20])[C:11]3[CH:12]=[CH:13][C:14]([CH3:17])=[CH:15][C:16]=3[C:8]=2[CH2:7][N:6]([CH3:28])[CH2:5]1)C=C>CO.Cl[Pd]Cl>[F:27][C:24]1[CH:25]=[CH:26][C:21]([CH:19]2[CH2:20][CH2:1][C:4]3([CH3:29])[CH2:5][N:6]([CH3:28])[CH2:7][C:8]4[C:16]5[CH:15]=[C:14]([CH3:17])[CH:13]=[CH:12][C:11]=5[N:10]([C:9]=43)[CH2:18]2)=[CH:22][CH:23]=1. Procedure: To a stirred solution of 4-allyl-5-[2-(4-fluoro-phenyl)-allyl]-2,4,8-trimethyl-2,3,4,5-tetrahydro-1H-pyrido[4,3-b]indole (50 mg, 0.138 mmol) in MeOH (3 mL) was added PdCl2 (25 mg, 0.14 mmol). Hydrogen gas was purged through the solution for 1 h. The reaction mixture was filtered through Celite bed and the Celite bed was rinsed with MeOH. The filtrate was concentrated under reduced pressure and the residue was purified by reverse HPLC to obtain 6-(4-fluoro-phenyl)-2,3a,10-trimethyl-1,2,3,3a,4,5,6...